Dataset: the Open Reaction Database (ORD), a public repository of structured organic reaction records. Task: describe an organic reaction: reactants, conditions, products, and yield RXN SMILES: [CH3:38][C:39]([CH3:40])([O-:41])[CH3:42].[Cl:1][c:2]1[cH:3][cH:4][c:5]2[c:6]([n:28]1)-[c:7]1[s:8][c:9](-[c:15]3[n:16](-[c:20]4[c:21]([F:27])[cH:22][c:23]([F:26])[cH:24][cH:25]4)[n:17][cH:18][n:19]3)[cH:10][c:11]1[CH2:12][CH2:13][O:14]2.[N:36]#[N:37].[NH2:29][CH2:30][CH2:31][NH:32][C:33]([CH3:34])=[O:35].[Na+:43].[O:44]1[CH2:45][CH2:46][O:47][CH2:48][CH2:49]1.[O:52]=[C:53]([CH:54]=[CH:55][c:56]1[cH:57][cH:58][cH:59][cH:60][cH:61]1)[CH:62]=[CH:63][c:64]1[cH:65][cH:66][cH:67][cH:68][cH:69]1.[O:70]=[C:71]([CH:72]=[CH:73][c:74]1[cH:75][cH:76][cH:77][cH:78][cH:79]1)[CH:80]=[CH:81][c:82]1[cH:83][cH:84][cH:85][cH:86][cH:87]1.[O:88]=[C:89]([CH:90]=[CH:91][c:92]1[cH:93][cH:94][cH:95][cH:96][cH:97]1)[CH:98]=[CH:99][c:100]1[cH:101][cH:102][cH:103][cH:104][cH:105]1.[Pd:50].[Pd:51]>>[c:2]1([NH:29][CH2:30][CH2:31][NH:32][C:33]([CH3:34])=[O:35])[cH:3][cH:4][c:5]2[c:6]([n:28]1)-[c:7]1[s:8][c:9](-[c:15]3[n:16](-[c:20]4[c:21]([F:27])[cH:22][c:23]([F:26])[cH:24][cH:25]4)[n:17][cH:18][n:19]3)[cH:10][c:11]1[CH2:12][CH2:13][O:14]2. The product is CC(=O)NCCNc1ccc2c(n1)-c1sc(-c3ncnn3-c3ccc(F)cc3F)cc1CCO2. The reactants are CC(C)(C)[O-], Fc1ccc(-n2ncnc2-c2cc3c(s2)-c2nc(Cl)ccc2OCC3)c(F)c1, N#N, CC(=O)NCCN, [Na+], C1COCCO1, O=C(C=Cc1ccccc1)C=Cc1ccccc1, O=C(C=Cc1ccccc1)C=Cc1ccccc1, O=C(C=Cc1ccccc1)C=Cc1ccccc1, [Pd], [Pd]. Reactants: FC=1C=C(C(=NC1)O)[N+](=O)[O-] (5-fluoro-3-nitro-pyridin-2-ol), ice water, P(=O)(Cl)(Cl)Cl (phosphorus oxychloride). Reagents/catalysts: [Cl-].C(C1=CC=CC=C1)[N+](C)(C)C (benzyltrimethyl ammonium chloride). Solvent: C(C)#N (acetonitrile). Run at temperature 80 celsius, time 6 hour. Yields the product ClC1=NC=C(C=C1[N+](=O)[O-])F (2-chloro-5-fluoro-3-nitro-pyridine). Isolated yield 70.0%. As a reaction SMILES: [F:1][C:2]1[CH:3]=[C:4]([N+:9]([O-:11])=[O:10])[C:5](O)=[N:6][CH:7]=1.P(Cl)(Cl)([Cl:14])=O>[Cl-].C([N+](C)(C)C)C1C=CC=CC=1.C(#N)C>[Cl:14][C:5]1[C:4]([N+:9]([O-:11])=[O:10])=[CH:3][C:2]([F:1])=[CH:7][N:6]=1 |f:2.3|. Reported procedure: 5-fluoro-3-nitro-pyridin-2-ol (2 g, 12.7 mmol) and benzyltrimethyl ammonium chloride (1.17 g, 6.35 mmol) were dissolved in acetonitrile, and phosphorus oxychloride (3.5 ml, 38.1 mmol) was added thereto and stirred at 80° C. for 6 hours. The reaction mixture was cooled and poured into ice water to quench the reaction, and extracted with dichloromethane. The combined organic layer was washed with saturated saline solution, dried over anhydrous sodium sulfate (Na2SO4), filtered and evaporated under...